Dataset: the Open Reaction Database (ORD), a public repository of structured organic reaction records. Task: describe an organic reaction: reactants, conditions, products, and yield Reactants: COc1ccc2cc(C(C)(C(=O)O)c3cccc4ccccc34)ccc2c1, CO, C=CC1CN2CCC1CC2C(O)c1ccnc2ccccc12. The product is COc1ccc2cc(C(C)C(=O)O)ccc2c1. As a reaction SMILES: [CH3:1][O:2][c:3]1[cH:4][c:5]2[cH:6][cH:7][c:8]([C:13]([C:14](=[O:15])[OH:16])([CH3:17])[c:18]3[c:19]4[c:20]([cH:21][cH:22][cH:23][cH:24]4)[cH:25][cH:26][cH:27]3)[cH:9][c:10]2[cH:11][cH:12]1.[CH3:50][OH:51].[CH:28]1([CH:29]([c:30]2[c:31]3[c:32]([cH:33][cH:34][cH:35][cH:36]3)[n:37][cH:38][cH:39]2)[OH:40])[N:41]2[CH2:42][CH:43]([CH:44]=[CH2:45])[CH:46]([CH2:47][CH2:48]2)[CH2:49]1>>[CH3:1][O:2][c:3]1[cH:4][c:5]2[cH:6][cH:7][c:8]([CH:13]([C:14](=[O:15])[OH:16])[CH3:17])[cH:9][c:10]2[cH:11][cH:12]1. Starting materials: C1CCOC1, CCCC[N+](CCCC)(CCCC)CCCC, CCOCC, [F-], Cc1c(C(=O)C(F)(F)F)c(-c2ccccc2)c2n1CCC2, C[Si](C)(C)C(F)(F)F, [Na+], [OH-]. The product is Cc1c(C(O)(C(F)(F)F)C(F)(F)F)c(-c2ccccc2)c2n1CCC2. As a reaction SMILES: [CH2:50]1[O:51][CH2:52][CH2:53][CH2:54]1.[CH3:31][CH2:32][CH2:33][CH2:34][N+:35]([CH2:36][CH2:37][CH2:38][CH3:39])([CH2:40][CH2:41][CH2:42][CH3:43])[CH2:44][CH2:45][CH2:46][CH3:47].[CH3:55][CH2:56][O:57][CH2:58][CH3:59].[F-:30].[F:1][C:2]([C:3](=[O:4])[c:5]1[c:6](-[c:14]2[cH:15][cH:16][cH:17][cH:18][cH:19]2)[c:7]2[n:11]([c:12]1[CH3:13])[CH2:10][CH2:9][CH2:8]2)([F:20])[F:21].[F:22][C:23]([F:24])([F:25])[Si:26]([CH3:27])([CH3:28])[CH3:29].[Na+:49].[OH-:48]>>[F:1][C:2]([C:3]([OH:4])([c:5]1[c:6](-[c:14]2[cH:15][cH:16][cH:17][cH:18][cH:19]2)[c:7]2[n:11]([c:12]1[CH3:13])[CH2:10][CH2:9][CH2:8]2)[C:23]([F:22])([F:24])[F:25])([F:20])[F:21]. Product: Cc1ccc(C=C[N+](=O)[O-])o1. The reactants are Cc1ccc(C=O)o1, Cl, C[N+](=O)[O-], [Na+], [OH-]. Reaction SMILES: [CH3:1][c:2]1[cH:3][cH:4][c:5]([CH:7]=[O:8])[o:6]1.[ClH:11].[N+:12](=[O:13])([O-:14])[CH3:15].[Na+:10].[OH-:9]>>[CH3:1][c:2]1[cH:3][cH:4][c:5]([CH:7]=[CH:15][N+:12](=[O:13])[O-:14])[o:6]1. Reactants: Cl (HCl), O.OC1=C(N(S(C2=C1C=CC=C2)(=O)=O)C)C2=NN=NN2.OC2=C(N(S(C1=C2C=CC=C1)(=O)=O)C)C1=NN=NN1 (4-hydroxy-2-methyl-3-(5-tetrazolyl)-2H-1,2-benzothiazine 1,1-dioxide hemihydrate), C([O-])([O-])=O.[K+].[K+] (potassium carbonate), C(C1=CC=CC=C1)Br (benzylbromide). Solvent: CN(C=O)C (N,N-dimethylformamide). Run at time 16 hour. The product is OC1=C(N(S(C2=C1C=CC=C2)(=O)=O)C)C=2N=NN(N2)CC2=CC=CC=C2 (4-hydroxy-3-[(2-benzyl)tetrazol-5-yl]-2-methyl-1,2-benzothiazine 1,1-dioxide). The yield is 144.8%. As a reaction SMILES: O.[OH:2][C:3]1[C:8]2[CH:9]=[CH:10][CH:11]=[CH:12][C:7]=2[S:6](=[O:14])(=[O:13])[N:5]([CH3:15])[C:4]=1[C:16]1[NH:20][N:19]=[N:18][N:17]=1.O[C:22]1[C:27]2[CH:28]=[CH:29][CH:30]=[CH:31][C:26]=2S(=O)(=O)N(C)C=1C1NN=NN=1.C(=O)([O-])[O-].[K+].[K+].C(Br)C1C=CC=CC=1.Cl>CN(C)C=O>[OH:2][C:3]1[C:8]2[CH:9]=[CH:10][CH:11]=[CH:12][C:7]=2[S:6](=[O:13])(=[O:14])[N:5]([CH3:15])[C:4]=1[C:16]1[N:20]=[N:19][N:18]([CH2:22][C:27]2[CH:28]=[CH:29][CH:30]=[CH:31][CH:26]=2)[N:17]=1 |f:0.1.2,3.4.5|. Reported procedure: To a solution of 4-hydroxy-2-methyl-3-(5-tetrazolyl)-2H-1,2-benzothiazine 1,1-dioxide hemihydrate (18.0 g) and potassium carbonate (4.32 g), in N,N-dimethylformamide (63 ml) was added benzylbromide (7.81 ml). After being stirred for 16 hours at room temperature, the mixture was poured into 1N HCl (500 ml) with stirring. The resulting solids were filtered off and washed with water (100 ml) and then with petroleum ether (50 ml). The wet solids were recrystallized from toluene (150 ml) to give 4-hy... Starting materials: C(C)OC(C(C)(C)OC1=C(C=C(C=C1)OCCC=1N=C(OC1C)C1=CC=CC=C1)CO)=O (2-{2-hydroxymethyl-4-[2-(5-methyl-2-phenyloxazol-4-yl)ethoxy]phenoxy}-2-methylpropionic acid ethyl ester), S(O)(O)(=O)=O (sulfuric acid), CI (methyl iodide), [H-].[Na+] (NaH). The solvent is [Cl-].[Na+].O (brine), CCOC(=O)C (EtOAc), CN(C)C=O (DMF). Conditions: time 2 hour. The product is C(C)OC(C(C)(C)OC1=C(C=C(C=C1)OCCC=1N=C(OC1C)C1=CC=CC=C1)COC)=O (2-{2-Methoxymethyl-4-[2-(5-methyl-2-phenyloxazol-4-yl)ethoxy]phenoxy}-2-methylpropionic acid ethyl ester). Yield: 50.6%. As a reaction SMILES: [CH2:1]([O:3][C:4](=[O:32])[C:5]([O:8][C:9]1[CH:14]=[CH:13][C:12]([O:15][CH2:16][CH2:17][C:18]2[N:19]=[C:20]([C:24]3[CH:29]=[CH:28][CH:27]=[CH:26][CH:25]=3)[O:21][C:22]=2[CH3:23])=[CH:11][C:10]=1[CH2:30][OH:31])([CH3:7])[CH3:6])[CH3:2].[CH3:33]I.[H-].[Na+].S(=O)(=O)(O)O>CN(C=O)C.[Cl-].[Na+].O.CCOC(C)=O>[CH2:1]([O:3][C:4](=[O:32])[C:5]([O:8][C:9]1[CH:14]=[CH:13][C:12]([O:15][CH2:16][CH2:17][C:18]2[N:19]=[C:20]([C:24]3[CH:29]=[CH:28][CH:27]=[CH:26][CH:25]=3)[O:21][C:22]=2[CH3:23])=[CH:11][C:10]=1[CH2:30][O:31][CH3:33])([CH3:7])[CH3:6])[CH3:2] |f:2.3,6.7.8|. Reported procedure: To a 15 mL round bottom flask under a nitrogen atmosphere were charged 0.075 g (0.17 mmol) of 2-{2-hydroxymethyl-4-[2-(5-methyl-2-phenyloxazol-4-yl)ethoxy]phenoxy}-2-methylpropionic acid ethyl ester, dissolved in 1 mL of anhydrous DMF, followed by the addition of 0.16 mL (1.7 mmol) of methyl iodide. The reaction solution was cooled down in an ice bath and was treated with 0.014 g (0.34 mmol) of NaH. The reaction was stirred cold for 2 h. Next the reaction was poured into 6 mL of EtOAc and 10 mL ... Reactants: O=C([O-])[O-], CC(C)(C)OC(=O)Nc1ccc(CBr)cn1, [Cs+], [Cs+], CN(C)C=O, OC1CCNC1. The product is CC(C)(C)OC(=O)Nc1ccc(CN2CCC(O)C2)cn1. As a reaction SMILES: [C:23](=[O:24])([O-:25])[O-:26].[C:7]([CH3:8])([CH3:9])([CH3:10])[O:11][C:12]([NH:13][c:14]1[n:15][cH:16][c:17]([CH2:20][Br:21])[cH:18][cH:19]1)=[O:22].[Cs+:27].[Cs+:28].[O:29]=[CH:30][N:31]([CH3:32])[CH3:33].[OH:1][CH:2]1[CH2:3][NH:4][CH2:5][CH2:6]1>>[OH:1][CH:2]1[CH2:3][N:4]([CH2:20][c:17]2[cH:16][n:15][c:14]([NH:13][C:12]([O:11][C:7]([CH3:8])([CH3:9])[CH3:10])=[O:22])[cH:19][cH:18]2)[CH2:5][CH2:6]1. Reactants: Cc1oc(-c2ccccc2)nc1CO, CN(C)C=O, COC(=O)c1ccnc(Cl)c1, [H-], [H][H], [Na+], C1CCOC1, O. Yields the product COC(=O)c1ccnc(OCc2nc(-c3ccccc3)oc2C)c1. As a reaction SMILES: [CH3:1][c:2]1[c:3]([CH2:13][OH:14])[n:4][c:5](-[c:7]2[cH:8][cH:9][cH:10][cH:11][cH:12]2)[o:6]1.[CH3:36][N:37]([CH3:38])[CH:39]=[O:40].[Cl:19][c:20]1[n:21][cH:22][cH:23][c:24]([C:26](=[O:27])[O:28][CH3:29])[cH:25]1.[H-:15].[H:17][H:18].[Na+:16].[O:30]1[CH2:31][CH2:32][CH2:33][CH2:34]1.[OH2:35]>>[CH3:1][c:2]1[c:3]([CH2:13][O:14][c:20]2[n:21][cH:22][cH:23][c:24]([C:26](=[O:27])[O:28][CH3:29])[cH:25]2)[n:4][c:5](-[c:7]2[cH:8][cH:9][cH:10][cH:11][cH:12]2)[o:6]1.